From a dataset of the Open Reaction Database (ORD), a public repository of structured organic reaction records. describe an organic reaction: reactants, conditions, products, and yield Reactants: [N+](=O)(O)[O-] (HNO3), ClC1=C(C=C(C=C1)O)F (4-chloro-3-fluorophenol), [N+](=O)(O)[O-] (HNO3). Reagents/catalysts: [Br-].C(CCC)[N+](CCCC)(CCCC)CCCC (tetrabutylammonium bromide). Solvent: O (H2O), O (H2O), ClCCCl (DCE). Conditions: time 4 hour. Yields the product ClC1=CC(=C(C=C1F)O)[N+](=O)[O-] (4-chloro-5-fluoro-2-nitrophenol). The yield is 73.8%. Reaction SMILES: [Cl:1][C:2]1[CH:7]=[CH:6][C:5]([OH:8])=[CH:4][C:3]=1[F:9].[N+:10]([O-])([OH:12])=[O:11]>ClCCCl.[Br-].C([N+](CCCC)(CCCC)CCCC)CCC.O>[Cl:1][C:2]1[C:3]([F:9])=[CH:4][C:5]([OH:8])=[C:6]([N+:10]([O-:12])=[O:11])[CH:7]=1 |f:3.4|. Reported procedure: 4-chloro-3-fluorophenol (2.38 g, 16.2 mmol) was dissolved in DCE (32 mL) and tetrabutylammonium bromide (0.524 g, 1.62 mmol) was added. HNO3 70% (2.1 mL, 32 mmol) was diluted with H2O (18.9 mL) to make a 7% HNO3 solution. This solution was added to the reaction mixture which was then stirred at rt for 4 h at which time the reaction was judged complete by TLC. The reaction was poured into H2O and extracted with DCM (3×). The combined organic layers were dried over MgSO4, filtered and concentrated... Reactants: CC(C)Oc1ccc(-c2noc(-c3cccc4c3CCN(C(=O)OC(C)(C)C)C4)n2)cc1Cl, Cl, C1COCCO1. Product: CC(C)Oc1ccc(-c2noc(-c3cccc4c3CCNC4)n2)cc1Cl. RXN SMILES: [Cl:1][c:2]1[cH:3][c:4](-[c:12]2[n:13][o:14][c:15](-[c:17]3[c:18]4[c:23]([cH:24][cH:25][cH:26]3)[CH2:22][N:21]([C:27]([O:28][C:29]([CH3:30])([CH3:31])[CH3:32])=[O:33])[CH2:20][CH2:19]4)[n:16]2)[cH:5][cH:6][c:7]1[O:8][CH:9]([CH3:10])[CH3:11].[ClH:34].[O:35]1[CH2:36][CH2:37][O:38][CH2:39][CH2:40]1>>[Cl:1][c:2]1[cH:3][c:4](-[c:12]2[n:13][o:14][c:15](-[c:17]3[c:18]4[c:23]([cH:24][cH:25][cH:26]3)[CH2:22][NH:21][CH2:20][CH2:19]4)[n:16]2)[cH:5][cH:6][c:7]1[O:8][CH:9]([CH3:10])[CH3:11].